This data is from the Open Reaction Database (ORD), a public repository of structured organic reaction records. The task is: describe an organic reaction: reactants, conditions, products, and yield The reactants are CCOc1ccc(S(=O)(=O)N2CCN(C)CC2)cc1CO, O=[Mn]=O. The product is CCOc1ccc(S(=O)(=O)N2CCN(C)CC2)cc1C=O. Reaction SMILES: [CH2:1]([CH3:2])[O:3][c:4]1[c:5]([CH2:20][OH:21])[cH:6][c:7]([S:10](=[O:11])(=[O:12])[N:13]2[CH2:14][CH2:15][N:16]([CH3:19])[CH2:17][CH2:18]2)[cH:8][cH:9]1.[O:22]=[Mn:23]=[O:24]>>[CH2:1]([CH3:2])[O:3][c:4]1[c:5]([CH:20]=[O:21])[cH:6][c:7]([S:10](=[O:11])(=[O:12])[N:13]2[CH2:14][CH2:15][N:16]([CH3:19])[CH2:17][CH2:18]2)[cH:8][cH:9]1. Reactants: C#CCNC, C1CCOC1, O=C(Cl)c1c2ccccc2cc2ccccc12. The product is C#CCN(C)C(=O)c1c2ccccc2cc2ccccc12. Reaction SMILES: [CH3:18][NH:19][CH2:20][C:21]#[CH:22].[O:23]1[CH2:24][CH2:25][CH2:26][CH2:27]1.[cH:1]1[cH:2][cH:3][cH:4][c:5]2[cH:6][c:7]3[cH:8][cH:9][cH:10][cH:11][c:12]3[c:13]([C:15](=[O:16])[Cl:17])[c:14]12>>[cH:1]1[cH:2][cH:3][cH:4][c:5]2[cH:6][c:7]3[cH:8][cH:9][cH:10][cH:11][c:12]3[c:13]([C:15](=[O:16])[N:19]([CH3:18])[CH2:20][C:21]#[CH:22])[c:14]12. The reactants are C(C)(C)(C)OC(NC(CCCC1CCNCC1)C1=CC=CC=C1)=O (N-[1-phenyl-4-(piperidine-4-yl)butyl]carbamic acid tert-butyl ester), CC(=O)C (acetone). Product: C(C)(C)(C)OC(NC(CCCC1CCN(CC1)C(C)C)C1=CC=CC=C1)=O (N-[4-(1-Isopropylpiperidin-4-yl)-1-phenylbutyl]carbamic acid tert-butyl ester), crude residue. As a reaction SMILES: [C:1]([O:5][C:6](=[O:24])[NH:7][CH:8]([C:18]1[CH:23]=[CH:22][CH:21]=[CH:20][CH:19]=1)[CH2:9][CH2:10][CH2:11][CH:12]1[CH2:17][CH2:16][NH:15][CH2:14][CH2:13]1)([CH3:4])([CH3:3])[CH3:2].[CH3:25][C:26]([CH3:28])=O>>[C:1]([O:5][C:6](=[O:24])[NH:7][CH:8]([C:18]1[CH:19]=[CH:20][CH:21]=[CH:22][CH:23]=1)[CH2:9][CH2:10][CH2:11][CH:12]1[CH2:13][CH2:14][N:15]([CH:26]([CH3:28])[CH3:25])[CH2:16][CH2:17]1)([CH3:4])([CH3:2])[CH3:3]. Procedure: Using alkylation method A, crude N-[1-phenyl-4-(piperidine-4-yl)butyl]carbamic acid tert-butyl ester (0.70 mmol) and acetone (1.5 mL, 20 mmol) afforded the title compound as a crude residue that was used without further purification. The solvent is CN(C)C=O (DMF), O1CCCC1 (tetrahydrofuran). Procedure details: A mixture of (±)-2,4-dihydro-4-[4-[4-(4-hydroxyphenyl)-1-piperazinyl]phenyl]-2-(1-methyl-2-oxopropyl)-3H-1,2,4-triazol-3-one (0.06 mol) in DMF (500 ml) was cooled to −10° C. and then stirred under N2 flow. Potassium tri-sec-butylborohydride, 1M solution in tetrahydrofuran (150 ml) was added dropwise. The mixture was allowed to warm to room temperature slowly and then poured out into water. The precipitate was filtered off, washed with CH3OH and crystallized from CH3OH. The precipitate was filter... As a reaction SMILES: [OH:1][C:2]1[CH:7]=[CH:6][C:5]([N:8]2[CH2:13][CH2:12][N:11]([C:14]3[CH:19]=[CH:18][C:17]([N:20]4[CH:24]=[N:23][N:22]([CH:25]([CH3:29])[C:26](=[O:28])[CH3:27])[C:21]4=[O:30])=[CH:16][CH:15]=3)[CH2:10][CH2:9]2)=[CH:4][CH:3]=1.C([BH-](C(CC)C)C(CC)C)(CC)C.[K+].O>CN(C=O)C.O1CCCC1>[OH:28][CH:26]([CH3:27])[CH:25]([N:22]1[C:21](=[O:30])[N:20]([C:17]2[CH:16]=[CH:15][C:14]([N:11]3[CH2:10][CH2:9][N:8]([C:5]4[CH:4]=[CH:3][C:2]([OH:1])=[CH:7][CH:6]=4)[CH2:13][CH2:12]3)=[CH:19][CH:18]=2)[CH:24]=[N:23]1)[CH3:29] |f:1.2|. Starting materials: O (water), OC1=CC=C(C=C1)N1CCN(CC1)C1=CC=C(C=C1)N1C(N(N=C1)C(C(C)=O)C)=O ((±)-2,4-dihydro-4-[4-[4-(4-hydroxyphenyl)-1-piperazinyl]phenyl]-2-(1-methyl-2-oxopropyl)-3H-1,2,4-triazol-3-one), C(C)(CC)[BH-](C(C)CC)C(C)CC.[K+] (Potassium tri-sec-butylborohydride), solution. Yields the product OC(C(C)N1N=CN(C1=O)C1=CC=C(C=C1)N1CCN(CC1)C1=CC=C(C=C1)O)C (2,4-dihydro-2-(2-hydroxy-1-methylpropyl)-4-[4-[4-(4-hydroxyphenyl)-1-piperazinyl]phenyl]-3H-1,2,4-triazol-3-one). Reaction conditions: temperature -10 celsius. Starting materials: Cl.C(C1=CC=CC=C1)CNCCN1C(C=CC2=C(C=C(N=C12)C)C)=O (1(2-Benzylmethylaminoethyl)-5,7-dimethyl-1,8-naphthyridin-2(1H)-one hydrochloride), [H][H] (hydrogen). The reagents and catalysts are [Pd] (palladium on carbon). Run in C(C)O (ethanol). The product is Cl.CNCCN1C(C=CC2=C(C=C(N=C12)C)C)=O (1-(2-Methylaminoethyl)-5,7-dimethyl-1,8-naphthyridin-2(1H)-one hydrochloride). RXN SMILES: [ClH:1].C([CH2:9][NH:10][CH2:11][CH2:12][N:13]1[C:22]2[C:17](=[C:18]([CH3:24])[CH:19]=[C:20]([CH3:23])[N:21]=2)[CH:16]=[CH:15][C:14]1=[O:25])C1C=CC=CC=1.[H][H]>[Pd].C(O)C>[ClH:1].[CH3:9][NH:10][CH2:11][CH2:12][N:13]1[C:22]2[C:17](=[C:18]([CH3:24])[CH:19]=[C:20]([CH3:23])[N:21]=2)[CH:16]=[CH:15][C:14]1=[O:25] |f:0.1,5.6|. Procedure: 1(2-Benzylmethylaminoethyl)-5,7-dimethyl-1,8-naphthyridin-2(1H)-one hydrochloride (8.56 g., 0.024 mole) is dissolved in 80 ml. of ethanol, 5% palladium on carbon (0.8 g.) catalyst is added and the mixture is hydrogenated at a pressure of 45 lbs. per sq. inch until hydrogen is no longer taken up. The mixture is filtered concentrated under reduced pressure and the residue is crystallized from isopropanol. 1-(2-Methylaminoethyl)-5,7-dimethyl-1,8-naphthyridin-2(1H)-one hydrochloride having a melting... The reactants are COCCN(CCOC)S(F)(F)F (bis-(2-methoxyethyl)aminosulfur trifluoride), C(C(O)(C1=CC=CC=C1)C1=CC=CC=C1)(=O)O[C@]12C=CC[C@H](CC1)N2C (Tropenol benzilate). Run in C(Cl)(Cl)Cl (chloroform). Product: [C@@]12(C=CC[C@H](CC1)N2C)O.FC(C(=O)[O-])(C1=CC=CC=C1)C1=CC=CC=C1 (tropenol 2-fluoro-2,2-diphenylacetate). RXN SMILES: COCCN(S(F)(F)[F:11])CCOC.[C:14]([O:30][C@@:31]12[N:38]([CH3:39])[C@@H:35]([CH2:36][CH2:37]1)[CH2:34][CH:33]=[CH:32]2)(=[O:29])[C:15]([C:23]1[CH:28]=[CH:27][CH:26]=[CH:25][CH:24]=1)([C:17]1[CH:22]=[CH:21][CH:20]=[CH:19][CH:18]=1)O>C(Cl)(Cl)Cl>[C@@:31]12([OH:30])[N:38]([CH3:39])[C@@H:35]([CH2:36][CH2:37]1)[CH2:34][CH:33]=[CH:32]2.[F:11][C:15]([C:23]1[CH:28]=[CH:27][CH:26]=[CH:25][CH:24]=1)([C:17]1[CH:22]=[CH:21][CH:20]=[CH:19][CH:18]=1)[C:14]([O-:30])=[O:29] |f:3.4|. Procedure details: 15.86 mL (0.086 mol) of bis-(2-methoxyethyl)aminosulfur trifluoride is reacted with 25 g (0.072 mol) of 5f analogously to Example 4, step 4.3 in 480 mL of chloroform. The product is recrystallized from acetone in the form of its hydrochloride. Yield: 18.6 g of white crystals (67% of theory); melting point: 181° C.-182° C.